Dataset: the Open Reaction Database (ORD), a public repository of structured organic reaction records. Task: describe an organic reaction: reactants, conditions, products, and yield Reactants: NC=1C=NC=NC1 (5-aminopyrimidine), C[Si](C)(C)[N-][Si](C)(C)C.[Na+] (NaHMDS), ClC1=NC(=NC(=N1)N1CCOCC1)N1C(=NC2=C1C=CC=C2)C(F)F (1-[4-chloro-6-(4-morpholinyl)-1,3,5-triazin-2-yl]-2-(difluoromethyl)-1H-benzimidazole). Run in C1CCOC1 (THF), C1CCOC1 (THF), C(C)(=O)O (acetic acid), O (water). Run at time 15 minute. Product: FC(C1=NC2=C(N1C1=NC(=NC(=N1)N1CCOCC1)NC=1C=NC=NC1)C=CC=C2)F (4-[2-(difluoromethyl)-1H-benzimidazol-1-yl]-6-(4-morpholinyl)-N-(5-pyrimidinyl)-1,3,5-triazin-2-amine). Yield: 44.5%. Reaction SMILES: [NH2:1][C:2]1[CH:3]=[N:4][CH:5]=[N:6][CH:7]=1.C[Si]([N-][Si](C)(C)C)(C)C.[Na+].Cl[C:19]1[N:24]=[C:23]([N:25]2[CH2:30][CH2:29][O:28][CH2:27][CH2:26]2)[N:22]=[C:21]([N:31]2[C:35]3[CH:36]=[CH:37][CH:38]=[CH:39][C:34]=3[N:33]=[C:32]2[CH:40]([F:42])[F:41])[N:20]=1>C1COCC1.C(O)(=O)C.O>[F:42][CH:40]([F:41])[C:32]1[N:31]([C:21]2[N:22]=[C:23]([N:25]3[CH2:26][CH2:27][O:28][CH2:29][CH2:30]3)[N:24]=[C:19]([NH:1][C:2]3[CH:3]=[N:4][CH:5]=[N:6][CH:7]=3)[N:20]=2)[C:35]2[CH:36]=[CH:37][CH:38]=[CH:39][C:34]=2[N:33]=1 |f:1.2|. Procedure: To a solution of 0.186 g (1.96 mmol) of 5-aminopyrimidine in THF (4 mL) at 0° C. was added 1.1 mL of NaHMDS (2 M solution in THF), and the mixture was stirred for 15 min. A solution of 0.238 g (0.65 mmol) of 1-[4-chloro-6-(4-morpholinyl)-1,3,5-triazin-2-yl]-2-(difluoromethyl)-1H-benzimidazole in THF (5 mL) was added and the resulting mixture was stirred for 1 hr at RT. After neutralization with acetic acid, the mixture was diluted with water and extracted with EtOAc. The organic layer was washed... Reaction SMILES: Cl[C:2]1[N:7]=[C:6]([Cl:8])[N:5]=[C:4]([NH:9][C:10]2[NH:14][N:13]=[C:12]([CH:15]3[CH2:17][CH2:16]3)[CH:11]=2)[N:3]=1.[OH:18][C@@H:19]1[CH2:23][NH:22][C@H:21]([C:24]([NH:26][C:27]2[S:28][CH:29]=[CH:30][N:31]=2)=[O:25])[CH2:20]1.ClC1N=C(NC2NN=C(C3CC3)C=2)N=C(N2CCC[C@@]2(C)C(NC2C=NC(F)=CC=2)=O)N=1>>[Cl:8][C:6]1[N:5]=[C:4]([NH:9][C:10]2[CH:11]=[C:12]([CH:15]3[CH2:17][CH2:16]3)[NH:13][N:14]=2)[N:3]=[C:2]([N:22]2[CH2:23][C@@H:19]([OH:18])[CH2:20][C@H:21]2[C:24]([NH:26][C:27]2[S:28][CH:29]=[CH:30][N:31]=2)=[O:25])[N:7]=1. Procedure: 88B was prepared from 1A and 88A as described for 1C. LC/MS [M+H]+: 448/450; Ret time (Method F): 2.34 min. Product: ClC1=NC(=NC(=N1)NC1=NNC(=C1)C1CC1)N1[C@@H](C[C@@H](C1)O)C(=O)NC=1SC=CN1 ((2S,4S)-1-(4-Chloro-6-(5-cyclopropyl-1H-pyrazol-3-ylamino)-1,3,5-triazin-2-yl)-4-hydroxy-N-(thiazol-2-yl)pyrrolidine-2-carboxamide). The reactants are ClC1=NC(=NC(=N1)Cl)NC1=CC(=NN1)C1CC1 (4,6-Dichloro-N-(3-cyclopropyl-1H-pyrazol-5-yl)-1,3,5-triazin-2-amine), O[C@H]1C[C@H](NC1)C(=O)NC=1SC=CN1 ((2S,4S)-4-Hydroxy-N-(thiazol-2-yl)pyrrolidine-2-carboxamide), ClC1=NC(=NC(=N1)NC1=CC(=NN1)C1CC1)N1[C@@](CCC1)(C(=O)NC=1C=NC(=CC1)F)C ((S)-1-(4-Chloro-6-(3-cyclopropyl-1H-pyrazol-5-ylamino)-1,3,5-triazin-2-yl)-N-(6-fluoropyridin-3-yl)-2-methylpyrrolidine-2-carboxamide).